describe an organic reaction: reactants, conditions, products, and yield From a dataset of the Open Reaction Database (ORD), a public repository of structured organic reaction records. Starting materials: C(C1=CC=CC=C1)[Mg]Cl (benzyl magnesium chloride), C(C1=CC=CC=C1)[Mg]Cl (benzylmagnesium chloride), CON(C(=O)C=1C=C2C=NNC2=CC1)C (N-Methoxy-N-methyl-1H-indazole-5-carboxamide), solution, C(C1=CC=CC=C1)[Mg]Cl (benzyl magnesium chloride), [Cl-].[NH4+] (ammonium chloride). Run in O1CCCC1 (tetrahydrofuran), O1CCCC1 (tetrahydrofuran). Run at time 8 hour. Yields the product N1N=CC2=CC(=CC=C12)C(CC1=CC=CC=C1)=O (1-(1H-indazol-5-yl)-2-phenylethanone). As a reaction SMILES: CON(C)[C:4]([C:6]1[CH:7]=[C:8]2[C:12](=[CH:13][CH:14]=1)[NH:11][N:10]=[CH:9]2)=[O:5].[CH2:16]([Mg]Cl)[C:17]1[CH:22]=[CH:21][CH:20]=[CH:19][CH:18]=1.[Cl-].[NH4+]>O1CCCC1>[NH:11]1[C:12]2[C:8](=[CH:7][C:6]([C:4](=[O:5])[CH2:16][C:17]3[CH:22]=[CH:21][CH:20]=[CH:19][CH:18]=3)=[CH:14][CH:13]=2)[CH:9]=[N:10]1 |f:2.3|. Procedure details: A solution of Example 75B (900 mg, 4.39 mmol) in tetrahydrofuran (10 mL) was cooled under argon with an ice bath and treated with a 2M solution of benzyl magnesium chloride in tetrahydrofuran (6.6 mL, 13.16 mmol). The reaction was stirred overnight at room temperature followed by the addition of one more equivalent of benzyl magnesium chloride. The mixture was heated at 70° C. for 9 hours. One more equivalent of benzylmagnesium chloride was added, and the reaction was heated at 70° C. for anothe... Starting materials: OC1=C(C=O)C=C(C(=C1)OC)C=1SC=CC1 (2-hydroxy-4-methoxy-5-thiophen-2-yl-benzaldehyde), BrC1=NC(=CC=C1)C (2-bromo-6-methylpyridine), C1(=CC=CC2=CC=CC=C12)C(=O)O (1-naphthoic acid), C([O-])([O-])=O.[Cs+].[Cs+] (cesium carbonate), [O-]C1=CC=CC=C1 (phenoxide), C([O-])([O-])=O.[Cs+].[Cs+] (cesium carbonate). Run in [OH-].[Na+] (sodium hydroxide), C(C)(=O)OCC (ethyl acetate), C1(=CC=CC=C1)C (toluene), C(C)(=O)OCC (ethyl acetate), C1(=CC=CC=C1)C (toluene). Run at temperature 110 celsius. Product: ethyl acetate hexanes, COC1=CC(=C(C=O)C=C1C=1SC=CC1)OC1=NC(=CC=C1)C (4-methoxy-2-(6-methyl-pyridin-2-yloxy)-5-thiophen-2-yl-benzaldehyde). The yield is 65.9%. Reaction SMILES: [OH:1][C:2]1[CH:9]=[C:8]([O:10][CH3:11])[C:7]([C:12]2[S:13][CH:14]=[CH:15][CH:16]=2)=[CH:6][C:3]=1[CH:4]=[O:5].Br[C:18]1[CH:23]=[CH:22][CH:21]=[C:20]([CH3:24])[N:19]=1.C1(C(O)=O)C2C(=CC=CC=2)C=CC=1.C(=O)([O-])[O-].[Cs+].[Cs+].[O-]C1C=CC=CC=1>C1(C)C=CC=CC=1.[OH-].[Na+].C(OCC)(=O)C>[CH3:11][O:10][C:8]1[C:7]([C:12]2[S:13][CH:14]=[CH:15][CH:16]=2)=[CH:6][C:3]([CH:4]=[O:5])=[C:2]([O:1][C:18]2[CH:23]=[CH:22][CH:21]=[C:20]([CH3:24])[N:19]=2)[CH:9]=1 |f:3.4.5,8.9|. Reported procedure: Ex-122A: To a solution of 2-hydroxy-4-methoxy-5-thiophen-2-yl-benzaldehyde (0.68 g, 2.9 mmol) and 2-bromo-6-methylpyridine (0.25 g, 1.4 mmol) in toluene (1.0 mL) was added ethyl acetate (0.0063 g, 0.072 mmol, 1-naphthoic acid (0.50 g, 2.9 mmol), 5 Å molecular sieves (0.36 g), cesium carbonate (0.94 g, 2.9 mmol), and copper(I) triflate-benzene complex (0.020 g, 0.036 mmol). The phenoxide crashed out of solution upon addition of cesium carbonate and additional toluene (1 mL) was added to facilitat... Starting materials: COc1cccc(O)c1, O=C(O)Cc1cccc(F)c1, O. The product is COc1ccc(C(=O)Cc2cccc(F)c2)c(O)c1. Reaction SMILES: [CH3:12][O:13][c:14]1[cH:15][cH:16][cH:17][c:18]([OH:19])[cH:20]1.[F:1][c:2]1[cH:3][c:4]([CH2:8][C:9](=[O:10])[OH:11])[cH:5][cH:6][cH:7]1.[OH2:21]>>[F:1][c:2]1[cH:3][c:4]([CH2:8][C:9](=[O:11])[c:17]2[cH:16][cH:15][c:14]([O:13][CH3:12])[cH:20][c:18]2[OH:19])[cH:5][cH:6][cH:7]1. The reactants are C(C)(=O)OCC (ethyl acetate), BrCC1=C2N=C(C(=NC2=CC(=C1)[N+](=O)[O-])OC)OC (5-bromomethyl-2,3-dimethoxy-7-nitroquinoxaline), Cl.C(C1=CC=CC=C1)NCP(OCC)(=O)OCC (diethyl benzylaminomethanephosphonate hydrochloride), C(C)N(C(C)C)C(C)C (N-ethyldiisopropylamine). Run in CN(C=O)C (dimethylformamide). Yields the product C(C1=CC=CC=C1)N(CC1=C2N=C(C(=NC2=CC(=C1)[N+](=O)[O-])OC)OC)CP(OCC)(OCC)=O (diethyl N-benzyl-N-(2,3-dimethoxy-7-nitroquinoxalin-5-ylmethyl)aminomethylphosphonate). The yield is 46.1%. Reaction SMILES: Br[CH2:2][C:3]1[CH:12]=[C:11]([N+:13]([O-:15])=[O:14])[CH:10]=[C:9]2[C:4]=1[N:5]=[C:6]([O:18][CH3:19])[C:7]([O:16][CH3:17])=[N:8]2.Cl.[CH2:21]([NH:28][CH2:29][P:30]([O:35][CH2:36][CH3:37])(=[O:34])[O:31][CH2:32][CH3:33])[C:22]1[CH:27]=[CH:26][CH:25]=[CH:24][CH:23]=1.C(N(C(C)C)C(C)C)C.C(OCC)(=O)C>CN(C)C=O>[CH2:21]([N:28]([CH2:29][P:30](=[O:34])([O:35][CH2:36][CH3:37])[O:31][CH2:32][CH3:33])[CH2:2][C:3]1[CH:12]=[C:11]([N+:13]([O-:15])=[O:14])[CH:10]=[C:9]2[C:4]=1[N:5]=[C:6]([O:18][CH3:19])[C:7]([O:16][CH3:17])=[N:8]2)[C:22]1[CH:23]=[CH:24][CH:25]=[CH:26][CH:27]=1 |f:1.2|. Reported procedure: 1.0 g (3.05 mmol) of 5-bromomethyl-2,3-dimethoxy-7-nitroquinoxaline, 1.1 g (3.66 mmol) of diethyl benzylaminomethanephosphonate hydrochloride and 1.9 ml (10.98 mmol) of N-ethyldiisopropylamine are stirred at room temperature for about 18 hours and at 80° C. for a further 3 hours in 10 ml of dimethylformamide under argon. After addition of ethyl acetate, the mixture is extracted with water and brine, the aqueous phases are washed with ethyl acetate, and the organic phases are combined, dried usin... Starting materials: CCOC(C)=O, CN1CCCC1=O, COC(=O)c1cc(Br)c(C(C)C)cc1OC, N#C[Cu]. Yields the product COC(=O)c1cc(C#N)c(C(C)C)cc1OC. As a reaction SMILES: [CH3:20][CH2:21][O:22][C:23](=[O:24])[CH3:25].[CH3:26][N:27]1[CH2:28][CH2:29][CH2:30][C:31]1=[O:32].[CH3:4][O:5][c:6]1[c:7]([C:8](=[O:9])[O:10][CH3:11])[cH:12][c:13]([Br:19])[c:14]([CH:16]([CH3:17])[CH3:18])[cH:15]1.[Cu:1][C:2]#[N:3]>>[C:2](#[N:3])[c:13]1[cH:12][c:7]([C:8](=[O:9])[O:10][CH3:11])[c:6]([O:5][CH3:4])[cH:15][c:14]1[CH:16]([CH3:17])[CH3:18]. Reactants: CCN=C=NCCCN(C)C, CNC(=O)c1ccc(C=CC(=O)O)cc1, CN(C)C=O, Cc1ccc2cccc(OCc3c(Cl)ccc(C(=O)N4CCNCC4)c3Cl)c2n1, Cl, Cl, O, On1nnc2ccccc21. Product: CNC(=O)c1ccc(C=CC(=O)N2CCN(C(=O)c3ccc(Cl)c(COc4cccc5ccc(C)nc45)c3Cl)CC2)cc1. RXN SMILES: [CH2:57]([N:58]=[C:59]=[N:60][CH2:61][CH2:62][CH2:63][N:64]([CH3:65])[CH3:66])[CH3:67].[CH3:32][NH:33][C:34](=[O:35])[c:36]1[cH:37][cH:38][c:39]([CH:40]=[CH:41][C:42](=[O:43])[OH:44])[cH:45][cH:46]1.[CH3:68][N:69]([CH3:70])[CH:71]=[O:72].[Cl:3][c:4]1[c:5]([CH2:6][O:7][c:8]2[cH:9][cH:10][cH:11][c:12]3[cH:13][cH:14][c:15]([CH3:18])[n:16][c:17]23)[c:19]([Cl:31])[cH:20][cH:21][c:22]1[C:23](=[O:24])[N:25]1[CH2:26][CH2:27][NH:28][CH2:29][CH2:30]1.[ClH:1].[ClH:2].[OH2:73].[OH:47][n:48]1[c:49]2[cH:50][cH:51][cH:52][cH:53][c:54]2[n:55][n:56]1>>[Cl:3][c:4]1[c:5]([CH2:6][O:7][c:8]2[cH:9][cH:10][cH:11][c:12]3[cH:13][cH:14][c:15]([CH3:18])[n:16][c:17]23)[c:19]([Cl:31])[cH:20][cH:21][c:22]1[C:23](=[O:24])[N:25]1[CH2:26][CH2:27][N:28]([C:42]([CH:41]=[CH:40][c:39]2[cH:38][cH:37][c:36]([C:34]([NH:33][CH3:32])=[O:35])[cH:46][cH:45]2)=[O:43])[CH2:29][CH2:30]1.